Dataset: the Open Reaction Database (ORD), a public repository of structured organic reaction records. Task: describe an organic reaction: reactants, conditions, products, and yield Starting materials: ( B ), COCCN1CCNCC1 (N-(2-methoxyethyl)piperazine), BrC=1C=C2C(N(C=NC2=CC1)C=1C=C(C(=O)OC)C=CC1C)=O (methyl 3-(6-bromo-4-oxoquinazolin-3(4H)-yl)-4-methylbenzoate). Product: CC1=C(C=C(C(=O)OC)C=C1)N1C=NC2=CC=C(C=C2C1=O)N1CCN(CC1)CCOC (methyl 4-methyl-3-[6-(4-(2-methoxyethyl)piperazin-1-yl)-4-oxoquinazolin-3(4H)-yl]benzoate). RXN SMILES: [CH3:1][O:2][CH2:3][CH2:4][N:5]1[CH2:10][CH2:9][NH:8][CH2:7][CH2:6]1.Br[C:12]1[CH:13]=[C:14]2[C:19](=[CH:20][CH:21]=1)[N:18]=[CH:17][N:16]([C:22]1[CH:23]=[C:24]([CH:29]=[CH:30][C:31]=1[CH3:32])[C:25]([O:27][CH3:28])=[O:26])[C:15]2=[O:33]>>[CH3:32][C:31]1[CH:30]=[CH:29][C:24]([C:25]([O:27][CH3:28])=[O:26])=[CH:23][C:22]=1[N:16]1[C:15](=[O:33])[C:14]2[C:19](=[CH:20][CH:21]=[C:12]([N:8]3[CH2:9][CH2:10][N:5]([CH2:4][CH2:3][O:2][CH3:1])[CH2:6][CH2:7]3)[CH:13]=2)[N:18]=[CH:17]1. Procedure: Using an analogous procedure to that described paragraph (B) in the portion of Example 1 which is concerned with the preparation of starting material N-(2-methoxyethyl)piperazine was reacted with methyl 3-(6-bromo-4-oxoquinazolin-3(4H)-yl)-4-methylbenzoate to give methyl 4-methyl-3-[6-(4-(2-methoxyethyl)piperazin-1-yl)-4-oxoquinazolin-3(4H)-yl]benzoate; NMR Spectrum: (DMSOd6) 2.18 (s, 3H), 2.55 (t, 2H), 2.60 (m, 4H), 3.25 (s, 3H), 3.27 (m, 4H), 3.50 (t, 2H), 3.88 (s, 3H), 7.47 (s, 1H), 7.62 (m, ...